This data is from the Open Reaction Database (ORD), a public repository of structured organic reaction records. The task is: describe an organic reaction: reactants, conditions, products, and yield Reactants: C(C1=CC=CC=C1)N(C(CCl)=O)[C@@H]1COC[C@H]1O (trans-N-benzyl-2-chloro-N-(4-hydroxytetrahydrofuran-3-yl)acetamide), CC(C)(C)[O-].[K+] (KOt-Bu). Run in CC(C)(C)O (t-BuOH). Reaction conditions: temperature 25 celsius, time 2 hour. Yields the product C(C1=CC=CC=C1)N1[C@H]2[C@H](OCC1=O)COC2 (trans-4-benzyltetrahydro-2H-furo[3,4-b][1,4]oxazin-3(4H)-one). Reaction SMILES: [CH2:1]([N:8]([C@H:13]1[C@H:17]([OH:18])[CH2:16][O:15][CH2:14]1)[C:9](=[O:12])[CH2:10]Cl)[C:2]1[CH:7]=[CH:6][CH:5]=[CH:4][CH:3]=1.CC([O-])(C)C.[K+]>CC(O)(C)C>[CH2:1]([N:8]1[C:9](=[O:12])[CH2:10][O:18][C@@H:17]2[CH2:16][O:15][CH2:14][C@@H:13]12)[C:2]1[CH:7]=[CH:6][CH:5]=[CH:4][CH:3]=1 |f:1.2|. Reported procedure: To a solution of trans-N-benzyl-2-chloro-N-(4-hydroxytetrahydrofuran-3-yl)acetamide (4.7 g, 17.4 mmol) in t-BuOH (40 mL) was added KOt-Bu (1.0 M in THF; 34.8 mL, 34.8 mmol) solution at 25° C. The reaction mixture was stirred at 25° C. for 2 hours and then the solvent was evaporated under reduced pressure. The residue was dissolved in water and extracted with EtOAc (100 mL). The organic extract was washed with brine (40 mL), dried over anhydrous Na2SO4, and concentrated under reduced pressure to ... Reactants: FC=1C=C(C=CC1OC1=C2C(=NC=C1)NC=C2C(C(Cl)(Cl)Cl)=O)NC(=O)NC(CC2=CC=C(C=C2)F)=O (1-(3-fluoro-4-(3-(2,2,2-trichloroacetyl)-1H-pyrrolo[2,3-b]pyridine 4-yloxy)phenyl)-3-(2-(4-fluorophenyl)acetyl)urea), NCC=1C=NC=CC1 (3-(aminomethyl)pyridine). Run in CN(C)C=O (DMF). Run at time 1 hour. The product is N1=CC(=CC=C1)CNC(=O)C1=CNC2=NC=CC(=C21)OC2=C(C=C(C=C2)NC(=O)NC(CC2=CC=C(C=C2)F)=O)F (1-(4-(3-((Pyridin-3-ylmethyl)carbamoyl)-1H-pyrrolo[2,3-b]pyridin-4-yloxy)-3-fluorophenyl)-3-(2-(4-fluorophenyl)acetyl)urea). Yield: 64.4%. RXN SMILES: [F:1][C:2]1[CH:3]=[C:4]([NH:24][C:25]([NH:27][C:28](=[O:37])[CH2:29][C:30]2[CH:35]=[CH:34][C:33]([F:36])=[CH:32][CH:31]=2)=[O:26])[CH:5]=[CH:6][C:7]=1[O:8][C:9]1[CH:14]=[CH:13][N:12]=[C:11]2[NH:15][CH:16]=[C:17]([C:18](=[O:23])C(Cl)(Cl)Cl)[C:10]=12.[NH2:38][CH2:39][C:40]1[CH:41]=[N:42][CH:43]=[CH:44][CH:45]=1>CN(C=O)C>[N:42]1[CH:43]=[CH:44][CH:45]=[C:40]([CH2:39][NH:38][C:18]([C:17]2[C:10]3[C:11](=[N:12][CH:13]=[CH:14][C:9]=3[O:8][C:7]3[CH:6]=[CH:5][C:4]([NH:24][C:25]([NH:27][C:28](=[O:37])[CH2:29][C:30]4[CH:35]=[CH:34][C:33]([F:36])=[CH:32][CH:31]=4)=[O:26])=[CH:3][C:2]=3[F:1])[NH:15][CH:16]=2)=[O:23])[CH:41]=1. Reported procedure: To a solution of 1-(3-fluoro-4-(3-(2,2,2-trichloroacetyl)-1H-pyrrolo[2,3-b]pyridine 4-yloxy)phenyl)-3-(2-(4-fluorophenyl)acetyl)urea (7.0 mg, 0.012 mmol, Example 270) in 0.5 mL of DMF was added 3-(aminomethyl)pyridine (10 mg, 0.092 mmol, Aldrich). The reaction mixture was stirred at rt for 1 h, and quenched by the addition of 1 mL of cold water. The precipitate that formed was collected by filtration, washed with cold water (1 mL) and cold acetonitrile(1 mL) and dried under vacuum to afford the ... The reactants are N1(CCNCC1)C1=NNC2=CC=CC=C12 (3-piperazin-1-yl-1H-indazole), C(=O)(O)[O-].[Na+] (NaHCO3), ClCC#N (chloroacetonitrile). Solvent: C(C)#N (acetonitrile). Product: N1N=C(C2=CC=CC=C12)N1CCN(CC1)CC#N ([4-(1H-Indazol-3-yl)-1-piperazinyl]acetonitrile). The yield is 55.8%. As a reaction SMILES: [N:1]1([C:7]2[C:15]3[C:10](=[CH:11][CH:12]=[CH:13][CH:14]=3)[NH:9][N:8]=2)[CH2:6][CH2:5][NH:4][CH2:3][CH2:2]1.C([O-])(O)=O.[Na+].Cl[CH2:22][C:23]#[N:24]>C(#N)C>[NH:9]1[C:10]2[C:15](=[CH:14][CH:13]=[CH:12][CH:11]=2)[C:7]([N:1]2[CH2:6][CH2:5][N:4]([CH2:22][C:23]#[N:24])[CH2:3][CH2:2]2)=[N:8]1 |f:1.2|. Reported procedure: To a stirred suspension of 3-piperazin-1-yl-1H-indazole (6.0 g, 29.7 mmol) and NaHCO3 (2.7 g, 32.7 mmol) in dry acetonitrile (125 ml) was added chloroacetonitrile (2.1 ml, 31.2 mmol) at room temperature, under nitrogen. The suspension was warmed to reflux for 17.5 hours, cooled to room temperature, and subsequently filtered. The remaining solids were washed with dichloromethane and the combined filtrates were concentrated. The resulting brown oil was purified via flash column chromatography (sil... The reactants are [Li]CCCC (n-BuLi), C1(=CC=CC=C1)C=1N=COC1C1=CC=CC=C1 (4,5-diphenyloxazole), CN(C=O)C1=NC=CC=C1 (N-methyl-N-(pyridin-2-yl)formamide). Solvent: C1CCOC1 (THF). Run at time 30 minute. The product is C1(=CC=CC=C1)C=1N=C(OC1C1=CC=CC=C1)C=O (4,5-diphenyloxazole-2-carbaldehyde). Isolated yield 66.0%. RXN SMILES: [Li]CCCC.[C:6]1([C:12]2[N:13]=[CH:14][O:15][C:16]=2[C:17]2[CH:22]=[CH:21][CH:20]=[CH:19][CH:18]=2)[CH:11]=[CH:10][CH:9]=[CH:8][CH:7]=1.CN(C1C=CC=CN=1)[CH:25]=[O:26]>C1COCC1>[C:6]1([C:12]2[N:13]=[C:14]([CH:25]=[O:26])[O:15][C:16]=2[C:17]2[CH:18]=[CH:19][CH:20]=[CH:21][CH:22]=2)[CH:11]=[CH:10][CH:9]=[CH:8][CH:7]=1. Reported procedure: n-BuLi (361 mg, 5.65 mmol) was added to a stirred and cooled (−78° C.) solution of 4,5-diphenyloxazole (500 mg, 2.26 mmol) in dry THF. The stirring was continued for 30 min at −78° C., and N-methyl-N-(pyridin-2-yl)formamide (461 mg, 3.39 mmol) was added. The resulting solution was stirred at −78° C. for 1 h, then quenched with H2O. The mixture was extracted with EtOAc (3×20 mL), and the combined organic extracts were dried (MgSO4) and concentrated. The crude product was purified by column chroma... The reactants are C(=O)([O-])[O-].[K+].[K+] (K2CO3), C(C1=CC=CC=C1)(C1=CC=CC=C1)=N (benzophenone imine), C(#N)C1=CC=C(CBr)C=C1 (p-cyanobenzyl bromide). Solvent: C(C)#N (acetonitrile). Reaction conditions: time 6 hour. The product is C(#N)C1=CC=C(CN=C(C2=CC=CC=C2)C2=CC=CC=C2)C=C1 (N-(p-Cyanobenzyl)benzophenone imine). Isolated yield 82.1%. As a reaction SMILES: C([O-])([O-])=O.[K+].[K+].[C:7](=[NH:20])([C:14]1[CH:19]=[CH:18][CH:17]=[CH:16][CH:15]=1)[C:8]1[CH:13]=[CH:12][CH:11]=[CH:10][CH:9]=1.[C:21]([C:23]1[CH:30]=[CH:29][C:26]([CH2:27]Br)=[CH:25][CH:24]=1)#[N:22]>C(#N)C>[C:21]([C:23]1[CH:30]=[CH:29][C:26]([CH2:27][N:20]=[C:7]([C:14]2[CH:15]=[CH:16][CH:17]=[CH:18][CH:19]=2)[C:8]2[CH:13]=[CH:12][CH:11]=[CH:10][CH:9]=2)=[CH:25][CH:24]=1)#[N:22] |f:0.1.2|. Procedure details: 270 g (2.0 mol) of anhydrous K2CO3 were added to a solution of 150 g (0.8 mol) of 97% pure benzophenone imine and 144.8 g (0.74 mol) of p-cyanobenzyl bromide in 450 ml of acetonitrile, and the mixture was left to stir at room temperature for 6 h. After the organic salts had been removed by filtration with suction, the solvent was substantially removed by distillation, and the residue was mixed with 300 ml of water and extracted several times with ethyl acetate. The organic phase was washed 2× wi... The reactants are Cc1ccc(N)cc1[N+](=O)[O-], Cc1ccccc1, CN1CCN(Cc2ccc(C(=O)O)cc2)CC1, O=S(Cl)Cl, c1ccncc1. Yields the product Cc1ccc(NC(=O)c2ccc(CN3CCN(C)CC3)cc2)cc1[N+](=O)[O-]. As a reaction SMILES: [CH3:22][c:23]1[c:24]([N+:30](=[O:31])[O-:32])[cH:25][c:26]([NH2:27])[cH:28][cH:29]1.[CH3:39][c:40]1[cH:41][cH:42][cH:43][cH:44][cH:45]1.[CH3:5][N:6]1[CH2:7][CH2:8][N:9]([CH2:12][c:13]2[cH:14][cH:15][c:16]([C:17](=[O:18])[OH:19])[cH:20][cH:21]2)[CH2:10][CH2:11]1.[S:1]([Cl:2])([Cl:3])=[O:4].[cH:33]1[cH:34][cH:35][n:36][cH:37][cH:38]1>>[CH3:5][N:6]1[CH2:7][CH2:8][N:9]([CH2:12][c:13]2[cH:14][cH:15][c:16]([C:17](=[O:19])[NH:27][c:26]3[cH:25][c:24]([N+:30](=[O:31])[O-:32])[c:23]([CH3:22])[cH:29][cH:28]3)[cH:20][cH:21]2)[CH2:10][CH2:11]1. Reactants: O (water), C(C1=CC=CC=C1)OC(=O)ON1C(CCC1=O)=O (N-benzyloxycarbonyloxysuccinimide), NCCCC(=O)O (γ-aminobutyric acid), C([O-])(O)=O.[Na+] (sodium bicarbonate). Solvent: O1CCCC1 (tetrahydrofuran). Conditions: time 3.5 hour. The product is C(=O)(OCC1=CC=CC=C1)NCCCC(=O)O (N-carbobenzoxy-γ-aminobutyric acid). As a reaction SMILES: O.[NH2:2][CH2:3][CH2:4][CH2:5][C:6]([OH:8])=[O:7].C(=O)(O)[O-].[Na+].[CH2:14]([O:21][C:22](ON1C(=O)CCC1=O)=[O:23])[C:15]1[CH:20]=[CH:19][CH:18]=[CH:17][CH:16]=1>O1CCCC1>[C:22]([NH:2][CH2:3][CH2:4][CH2:5][C:6]([OH:8])=[O:7])([O:21][CH2:14][C:15]1[CH:20]=[CH:19][CH:18]=[CH:17][CH:16]=1)=[O:23] |f:2.3|. Procedure: To a solution of 100 ml. of water and 120 ml. of tetrahydrofuran is added sequentially 12.4 g. of γ-aminobutyric acid, 10.4 g. of sodium bicarbonate, and 30 g. of N-benzyloxycarbonyloxysuccinimide. The reaction mixture is stirred for approximately 3.5 hours at room temperature and then the tetrahydrofuran is evaporated in vacuo. The residue is diluted with 200 ml. of water and extracted with (2×300 ml.) anhydrous ether. The aqueous layer is then acidified to pH 1-2 with 1 N hydrochloric acid and... The reactants are ClC=1C(=CC(=C(C(=O)O)C1)F)OCC1(CCCC1)C(F)(F)F (5-chloro-2-fluoro-4-((1-(trifluoromethyl)cyclopentyl)-methoxy)benzoic acid), Cl.C(C)N=C=NCCCN(C)C (1-ethyl-3-(3-dimethylaminopropyl)carbodiimide hydrochloride), Cl (hydrochloric acid), N1(CCC1)S(=O)(=O)N (azetidine-1-sulfonamide). Reagents/catalysts: CN(C1=CC=NC=C1)C (4-dimethylaminopyridine). The solvent is ClCCl (dichloromethane), C(C)(=O)OCC (ethyl acetate). Run at time 10 minute. The product is N1(CCC1)S(=O)(=O)NC(C1=C(C=C(C(=C1)Cl)OCC1(CCCC1)C(F)(F)F)F)=O (N-(azetidin-1-ylsulfonyl)-5-chloro-2-fluoro-4-((1-(trifluoromethyl)-cyclopentyl)methoxy)benzamide). The yield is 47.9%. RXN SMILES: [Cl:1][C:2]1[C:3]([O:12][CH2:13][C:14]2([C:19]([F:22])([F:21])[F:20])[CH2:18][CH2:17][CH2:16][CH2:15]2)=[CH:4][C:5]([F:11])=[C:6]([CH:10]=1)[C:7]([OH:9])=O.Cl.C(N=C=NCCCN(C)C)C.[N:35]1([S:39]([NH2:42])(=[O:41])=[O:40])[CH2:38][CH2:37][CH2:36]1.Cl>ClCCl.CN(C)C1C=CN=CC=1.C(OCC)(=O)C>[N:35]1([S:39]([NH:42][C:7](=[O:9])[C:6]2[CH:10]=[C:2]([Cl:1])[C:3]([O:12][CH2:13][C:14]3([C:19]([F:21])([F:22])[F:20])[CH2:18][CH2:17][CH2:16][CH2:15]3)=[CH:4][C:5]=2[F:11])(=[O:41])=[O:40])[CH2:38][CH2:37][CH2:36]1 |f:1.2|. Procedure details: To a stirred solution of 5-chloro-2-fluoro-4-((1-(trifluoromethyl)cyclopentyl)-methoxy)benzoic acid (0.34 g, 1.00 mmol) in dichloromethane (20 mL) were added 1-ethyl-3-(3-dimethylaminopropyl)carbodiimide hydrochloride (0.29 g, 1.50 mmol) and 4-dimethylaminopyridine (0.28 g, 2.30 mmol). The reaction mixture was stirred at ambient temperature for 10 minutes, azetidine-1-sulfonamide (0.20 g, 1.50 mmol) was added and the stirring was continued at ambient temperature for 17 hours. 5% aqueous hydrochl... Reactants: [H-].[Na+] (sodium hydride), ClC=1C(=C(C=CC1)CN1C(NC(C2=C1N=C(S2)N2CCOCC2)=O)=S)C (4-[(3-chloro-2-methylphenyl)methyl]-2-(4-morpholinyl)-5-thioxo-5,6-dihydro[1,3]thiazolo[4,5-d]pyrimidin-7(4H)-one), BrCC(=O)OC(C)(C)C (1,1-dimethylethyl bromoacetate). The solvent is CN(C=O)C (N,N-Dimethylformamide). Conditions: time 10 minute. Yields the product ClC=1C(=C(C=CC1)CN1C(=NC(C2=C1N=C(S2)N2CCOCC2)=O)SCC(=O)OC(C)(C)C)C (1,1-dimethylethyl {[4-[(3-chloro-2-methylphenyl)methyl]-2-(4-morpholinyl)-7-oxo-4,7-dihydro[1,3]thiazolo[4,5-d]pyrimidin-5-yl]thio}acetate). Isolated yield 94.8%. RXN SMILES: [Cl:1][C:2]1[C:3]([CH3:26])=[C:4]([CH2:8][N:9]2[C:14]3[N:15]=[C:16]([N:18]4[CH2:23][CH2:22][O:21][CH2:20][CH2:19]4)[S:17][C:13]=3[C:12](=[O:24])[NH:11][C:10]2=[S:25])[CH:5]=[CH:6][CH:7]=1.[H-].[Na+].Br[CH2:30][C:31]([O:33][C:34]([CH3:37])([CH3:36])[CH3:35])=[O:32]>CN(C)C=O>[Cl:1][C:2]1[C:3]([CH3:26])=[C:4]([CH2:8][N:9]2[C:14]3[N:15]=[C:16]([N:18]4[CH2:19][CH2:20][O:21][CH2:22][CH2:23]4)[S:17][C:13]=3[C:12](=[O:24])[N:11]=[C:10]2[S:25][CH2:30][C:31]([O:33][C:34]([CH3:37])([CH3:36])[CH3:35])=[O:32])[CH:5]=[CH:6][CH:7]=1 |f:1.2|. Procedure: To a solution of 4-[(3-chloro-2-methylphenyl)methyl]-2-(4-morpholinyl)-5-thioxo-5,6-dihydro[1,3]thiazolo[4,5-d]pyrimidin-7(4H)-one (Example 107) (150 mg, 0.367 mmol) in N,N-Dimethylformamide (DMF) (2 mL) in a 20 mL Scintillation vial stirred at rt was added sodium hydride (27.8 mg, 1.100 mmol). After stirring at rt for 10 minutes, 1,1-dimethylethyl bromoacetate (0.108 mL, 0.734 mmol) was added and the reaction mixture was capped. Upon addition a precipitate immediately formed and the reaction mi... The reactants are OCC#CC1=CCCCC1, C[SiH](C)N[SiH](C)C. Yields the product C[SiH](C)OCC#CC1=CCCCC1. RXN SMILES: [C:1]1([C:7]#[C:8][CH2:9][OH:10])=[CH:2][CH2:3][CH2:4][CH2:5][CH2:6]1.[CH3:11][SiH:12]([NH:13][SiH:14]([CH3:15])[CH3:16])[CH3:17]>>[C:1]1([C:7]#[C:8][CH2:9][O:10][SiH:12]([CH3:11])[CH3:17])=[CH:2][CH2:3][CH2:4][CH2:5][CH2:6]1.